Task: describe an organic reaction: reactants, conditions, products, and yield. Dataset: the Open Reaction Database (ORD), a public repository of structured organic reaction records Yields the product CCCCc1nc(C)c(-c2cccs2)c(=O)n1Cc1ccc(-c2ccccc2C#N)cc1. The reactants are CCCCc1nc(C)c(Br)c(=O)n1Cc1ccc(-c2ccccc2C#N)cc1, CCCC[Sn](CCCC)(CCCC)c1cccs1, CN(C)C=O, CCOC(C)=O, [Cl-], [F-], [K+], [Li+]. RXN SMILES: [Br:1][c:2]1[c:3]([CH3:28])[n:4][c:5]([CH2:24][CH2:25][CH2:26][CH3:27])[n:6]([CH2:9][c:10]2[cH:11][cH:12][c:13](-[c:16]3[c:17]([C:22]#[N:23])[cH:18][cH:19][cH:20][cH:21]3)[cH:14][cH:15]2)[c:7]1=[O:8].[CH2:29]([Sn:30]([CH2:31][CH2:32][CH2:33][CH3:39])([c:34]1[s:35][cH:36][cH:37][cH:38]1)[CH2:40][CH2:41][CH2:42][CH3:43])[CH2:44][CH2:45][CH3:46].[CH3:51][N:52]([CH3:53])[CH:54]=[O:55].[CH3:56][CH2:57][O:58][C:59](=[O:60])[CH3:61].[Cl-:48].[F-:49].[K+:50].[Li+:47]>>[c:2]1(-[c:34]2[s:35][cH:36][cH:37][cH:38]2)[c:3]([CH3:28])[n:4][c:5]([CH2:24][CH2:25][CH2:26][CH3:27])[n:6]([CH2:9][c:10]2[cH:11][cH:12][c:13](-[c:16]3[c:17]([C:22]#[N:23])[cH:18][cH:19][cH:20][cH:21]3)[cH:14][cH:15]2)[c:7]1=[O:8]. Reactants: [N+](=[N-])=C (diazomethane), C(C1=CC=CC=C1)=C1C(=C(C(N1)=O)[N+](=O)[O-])O (benzylidene-4-hydroxy-3-nitro-3-pyrrolin-2-one), N (ammonia). Run in CO (methanol), CCOCC (ether), CO (methanol). The product is NC1=C(C(NC1=CC1=CC=CC=C1)=O)[N+](=O)[O-] (4-Amino-5-benzylidene-3-nitro-1,5-dihydropyrrol-2-one). Isolated yield 75.0%. As a reaction SMILES: [N+:1](=C)=[N-].[CH:4](=[C:11]1[NH:15][C:14](=[O:16])[C:13]([N+:17]([O-:19])=[O:18])=[C:12]1O)[C:5]1[CH:10]=[CH:9][CH:8]=[CH:7][CH:6]=1.N>CCOCC.CO>[NH2:1][C:12]1[C:11](=[CH:4][C:5]2[CH:10]=[CH:9][CH:8]=[CH:7][CH:6]=2)[NH:15][C:14](=[O:16])[C:13]=1[N+:17]([O-:19])=[O:18]. Procedure: An excess of diazomethane in ether is added to a suspension of 0.46 g (2 mmol) benzylidene-4-hydroxy-3-nitro-3-pyrrolin-2-one (prepared by the method of H. Poschenrieder et al (Arch. Pharm. Pharm. Med. Chem. 1998, vol. 331, pp. 389-394) and Stachel et al (J. Heterocycl. Chem. 1980, vol. 17, pp. 1195-1199 and Liebigs Ann. Chem. 1985, pp. 1692-1696)) in 20 ml methanol. When the evolution of nitrogen has subsided, the solvent is stripped off, the residue is dissolved in methanol and the solution is...